Dataset: the Open Reaction Database (ORD), a public repository of structured organic reaction records. Task: describe an organic reaction: reactants, conditions, products, and yield The reactants are C(#N)C1(CCN(CC1)C(=O)OC(C)(C)C)C(C)C (tert-butyl 4-cyano-4-isopropylpiperidine-1-carboxylate). The reagents and catalysts are [Ni] (Raney nickel). Solvent: [OH-].[NH4+] (ammonium hydroxide), C(C)O (ethanol). Reaction conditions: time 8 hour. The product is NCC1(CCN(CC1)C(=O)OC(C)(C)C)C(C)C (tert-butyl 4-(aminomethyl)-4-isopropylpiperidine-1-carboxylate). The yield is 52.4%. RXN SMILES: [C:1]([C:3]1([CH:16]([CH3:18])[CH3:17])[CH2:8][CH2:7][N:6]([C:9]([O:11][C:12]([CH3:15])([CH3:14])[CH3:13])=[O:10])[CH2:5][CH2:4]1)#[N:2]>[OH-].[NH4+].C(O)C.[Ni]>[NH2:2][CH2:1][C:3]1([CH:16]([CH3:18])[CH3:17])[CH2:8][CH2:7][N:6]([C:9]([O:11][C:12]([CH3:14])([CH3:13])[CH3:15])=[O:10])[CH2:5][CH2:4]1 |f:1.2|. Reported procedure: To a solution of tert-butyl 4-cyano-4-isopropylpiperidine-1-carboxylate (90 mg, 0.357 mmol) in ammonium hydroxide (2 ml) and ethanol (4 ml) was added Raney nickel (100 mg, 1.167 mmol). The mixture was flushed with nitrogen, then flushed with hydrogen and stirred overnight under a hydrogen balloon, at which point LC/MS analysis showed the desired product. The mixture was filtered through a plug of Celite, washing liberally with methanol, and then concentrated to a small volume and partitioned bet... Run at time 2 hour. Yields the product CC(CCOC1=CC=C(O1)C(=O)O)CCCC(CCCC(CCCC(C)C)C)C (5-(3,7,11,15-tetramethylhexadecyloxy)-2-furoic acid). As a reaction SMILES: [CH3:1][CH:2]([CH2:6][CH2:7][CH2:8][CH:9]([CH3:21])[CH2:10][CH2:11][CH2:12][CH:13]([CH3:20])[CH2:14][CH2:15][CH2:16][CH:17]([CH3:19])[CH3:18])[CH2:3][CH2:4][OH:5].[H-].[Na+].Cl[C:25]1[O:29][C:28]([C:30]([OH:32])=[O:31])=[CH:27][CH:26]=1.O>C1(C)C=CC=CC=1>[CH3:1][CH:2]([CH2:6][CH2:7][CH2:8][CH:9]([CH3:21])[CH2:10][CH2:11][CH2:12][CH:13]([CH3:20])[CH2:14][CH2:15][CH2:16][CH:17]([CH3:19])[CH3:18])[CH2:3][CH2:4][O:5][C:25]1[O:29][C:28]([C:30]([OH:32])=[O:31])=[CH:27][CH:26]=1 |f:1.2|. The reactants are O (water), CC(CCO)CCCC(CCCC(CCCC(C)C)C)C (3,7,11,15-tetramethyl-1-hexadecanol), [H-].[Na+] (sodium hydride), ClC1=CC=C(O1)C(=O)O (5-chloro-2-furoic acid). The solvent is C1(=CC=CC=C1)C (toluene). Reported procedure: A mixture of 59.8 g (0.2 mole) of 3,7,11,15-tetramethyl-1-hexadecanol and 19.2 g (0.4 mole) of sodium hydride (50% in oil) in 1 liter of toluene is refluxed with stirring for 2 hours then cooled to room temperature. To the mixture 29.3 g (0.2 mole) of 5-chloro-2-furoic acid is added and the mixture is refluxed with stirring for 24 hours. Upon cooling to room temperature the mixture is acidified with glacialacetic acid and water is added. The toluene layer is evaporated and allowed to crystallize... The reactants are CC(=O)O, CN1C(=O)C2(CC2)c2cc(NC(=O)C(F)(F)F)ccc21, O, O=[N+]([O-])O. The product is CN1C(=O)C2(CC2)c2cc(NC(=O)C(F)(F)F)c([N+](=O)[O-])cc21. As a reaction SMILES: [CH3:25][C:26](=[O:27])[OH:28].[F:1][C:2]([C:3](=[O:4])[NH:5][c:6]1[cH:7][c:8]2[c:9]([cH:10][cH:11]1)[N:12]([CH3:18])[C:13](=[O:17])[C:14]21[CH2:15][CH2:16]1)([F:19])[F:20].[OH2:29].[OH:21][N+:22]([O-:23])=[O:24]>>[F:1][C:2]([C:3](=[O:4])[NH:5][c:6]1[cH:7][c:8]2[c:9]([cH:10][c:11]1[N+:22](=[O:21])[O-:23])[N:12]([CH3:18])[C:13](=[O:17])[C:14]21[CH2:15][CH2:16]1)([F:19])[F:20]. Reactants: CCO, COC(=O)c1cc(OCc2ccccc2)cc(OC(C)COC(F)F)c1. Yields the product COC(=O)c1cc(O)cc(OC(C)COC(F)F)c1. RXN SMILES: [CH3:27][CH2:28][OH:29].[F:1][CH:2]([O:3][CH2:4][CH:5]([CH3:6])[O:7][c:8]1[cH:9][c:10]([C:11](=[O:12])[O:13][CH3:14])[cH:15][c:16]([O:18][CH2:19][c:20]2[cH:21][cH:22][cH:23][cH:24][cH:25]2)[cH:17]1)[F:26]>>[F:1][CH:2]([O:3][CH2:4][CH:5]([CH3:6])[O:7][c:8]1[cH:9][c:10]([C:11](=[O:12])[O:13][CH3:14])[cH:15][c:16]([OH:18])[cH:17]1)[F:26].